Dataset: the Open Reaction Database (ORD), a public repository of structured organic reaction records. Task: describe an organic reaction: reactants, conditions, products, and yield The reactants are C1C2N(CCN1)CCCC2 (octahydro-2H-pyrido[1,2-a]pyrazine), C(C=C)(=O)OCC (ethyl acrylate). Solvent: C(C)#N (acetonitrile). Yields the product C1C2N(CCN1CCC(=O)OCC)CCCC2 (Ethyl 3-(octahydro-2H-pyrido[1,2-a]pyrazin-2-yl)propionate). As a reaction SMILES: [CH2:1]1[NH:6][CH2:5][CH2:4][N:3]2[CH2:7][CH2:8][CH2:9][CH2:10][CH:2]12.[C:11]([O:15][CH2:16][CH3:17])(=[O:14])[CH:12]=[CH2:13]>C(#N)C>[CH2:1]1[N:6]([CH2:13][CH2:12][C:11]([O:15][CH2:16][CH3:17])=[O:14])[CH2:5][CH2:4][N:3]2[CH2:7][CH2:8][CH2:9][CH2:10][CH:2]12. Procedure: A solution of 7 g of octahydro-2H-pyrido[1,2-a]pyrazine and 15 ml of ethyl acrylate in 100 ml of acetonitrile is refluxed for 24 hours and then concentrated to dryness in vacuo to yield the expected product. Yields the product [Si](C1=CC=CC=C1)(C1=CC=CC=C1)(C(C)(C)C)OC[C@H](C1CC1)N1C([C@@](C[C@@H]([C@H]1C1=CC=C(C=C1)Cl)C1=CC(=CC=C1)Cl)(C)[C@H](C(=O)OC)CO)=O ((S)-Methyl 2-((3R,5R,6S)-1-((S)-2-((tert-butyldiphenylsilyl)oxy)-1-cyclopropylethyl)-5-(3-chlorophenyl)-6-(4-chlorophenyl)-3-methyl-2-oxopiperidin-3-yl)-3-hydroxypropanoate). Reaction conditions: temperature -15 celsius, time 30 minute. Reaction SMILES: C(NC(C)C)(C)C.[Li]CCCC.[Si:13]([O:30][CH2:31][C@@H:32]([N:36]1[C@H:41]([C:42]2[CH:47]=[CH:46][C:45]([Cl:48])=[CH:44][CH:43]=2)[C@@H:40]([C:49]2[CH:54]=[CH:53][CH:52]=[C:51]([Cl:55])[CH:50]=2)[CH2:39][C@@:38]([CH2:57][C:58]([O:60][CH3:61])=[O:59])([CH3:56])[C:37]1=[O:62])[CH:33]1[CH2:35][CH2:34]1)([C:26]([CH3:29])([CH3:28])[CH3:27])([C:20]1[CH:25]=[CH:24][CH:23]=[CH:22][CH:21]=1)[C:14]1[CH:19]=[CH:18][CH:17]=[CH:16][CH:15]=1.[Li+].CC([N-]C(C)C)C.[CH2:71]=[O:72]>C1COCC1.N#N>[Si:13]([O:30][CH2:31][C@@H:32]([N:36]1[C@H:41]([C:42]2[CH:43]=[CH:44][C:45]([Cl:48])=[CH:46][CH:47]=2)[C@@H:40]([C:49]2[CH:54]=[CH:53][CH:52]=[C:51]([Cl:55])[CH:50]=2)[CH2:39][C@@:38]([C@@H:57]([CH2:71][OH:72])[C:58]([O:60][CH3:61])=[O:59])([CH3:56])[C:37]1=[O:62])[CH:33]1[CH2:34][CH2:35]1)([C:26]([CH3:27])([CH3:29])[CH3:28])([C:20]1[CH:25]=[CH:24][CH:23]=[CH:22][CH:21]=1)[C:14]1[CH:15]=[CH:16][CH:17]=[CH:18][CH:19]=1 |f:3.4|. Reactants: C=O (formaldehyde), C=O (para-formaldehyde), C(C)(C)NC(C)C (diisopropylamine), [Li]CCCC (n-BuLi), hexanes, C=O (formaldehyde), [Si](C1=CC=CC=C1)(C1=CC=CC=C1)(C(C)(C)C)OC[C@H](C1CC1)N1C([C@@](C[C@@H]([C@H]1C1=CC=C(C=C1)Cl)C1=CC(=CC=C1)Cl)(C)CC(=O)OC)=O (Methyl 2-((3R,5R,6S)-1-((S)-2-((tert-butyldiphenylsilyl)oxy)-1-cyclopropylethyl)-5-(3-chlorophenyl)-6-(4-chlorophenyl)-3-methyl-2-oxopiperidin-3-yl)acetate), [Li+].CC(C)[N-]C(C)C (LDA). Procedure: To a solution of diisopropylamine (249 μL, 1.75 mmol) in THF (1.2 mL) was added 1.6 M n-BuLi in hexanes (984 μL, 1.57 mmol) slowly at −15° C. After 30 minutes, a solution of methyl 2-((3R,5R,6S)-1-((S)-2-(tert-butyldiphenylsilyloxy)-1-cyclopropylethyl)-5-(3-chlorophenyl)-6-(4-chlorophenyl)-3-methyl-2-oxopiperidin-3-yl)acetate (255 mg, 0.35 mmol; Example 263, Step B) in THF (1.2 mL) was added dropwise to the LDA solution and the resulting solution was stirred at −15° C. for 30 min (the solution t... Solvent: C1CCOC1 (THF), N#N (N2), C1CCOC1 (THF). The reactants are OC[C@]12CCC(C=C1CC[C@H]1[C@@H]3CCC([C@@]3(C)CC[C@H]21)=O)=O (19-Hydroxy-4-androstene-3,17-dione), [Si](C)(C)(C(C)(C)C)Cl (t-butyldimethylsilylchloride), N1=CC=CC=C1 (pyridine). The solvent is CN(C=O)C (dimethylformamide). Run at time 15 minute. Yields the product O([Si](C)(C)C(C)(C)C)C[C@]12CCC(C=C1CC[C@H]1[C@@H]3CCC([C@@]3(C)CC[C@H]21)=O)=O (19-t-butyldimethylsiloxy-4-androstene-3,17-dione). As a reaction SMILES: [OH:1][CH2:2][C@@:3]12[C@@H:20]3[C@H:11]([C@H:12]4[C@@:16]([CH2:18][CH2:19]3)([CH3:17])[C:15](=[O:21])[CH2:14][CH2:13]4)[CH2:10][CH2:9][C:8]1=[CH:7][C:6](=[O:22])[CH2:5][CH2:4]2.[Si:23](Cl)([C:26]([CH3:29])([CH3:28])[CH3:27])([CH3:25])[CH3:24].N1C=CC=CC=1>CN(C)C=O>[O:1]([CH2:2][C@@:3]12[C@@H:20]3[C@H:11]([C@H:12]4[C@@:16]([CH2:18][CH2:19]3)([CH3:17])[C:15](=[O:21])[CH2:14][CH2:13]4)[CH2:10][CH2:9][C:8]1=[CH:7][C:6](=[O:22])[CH2:5][CH2:4]2)[Si:23]([C:26]([CH3:29])([CH3:28])[CH3:27])([CH3:25])[CH3:24]. Procedure: 19-Hydroxy-4-androstene-3,17-dione, t-butyldimethylsilylchloride and pyridine are mixed in dry dimethylformamide and heated on a steam bath overnight. The reaction mixture is poured onto water and stirred well for 15 minutes. The resulting solid is filtered and dissolved in methylenechloride, dried over magnesium sulfate and the solvent removed. The residue is crystallized from an acetone-hexane solution to yield 19-t-butyldimethylsiloxy-4-androstene-3,17-dione. RXN SMILES: [C:1]1([N:7]([C:22](=[O:28])[CH2:23][S:24][C:25](=[O:27])[CH3:26])[N:8]([C:16]2C=CC=C[CH:17]=2)[C:9](=[O:15])[CH2:10][S:11][C:12](=[O:14])[CH3:13])C=C[CH:4]=[CH:3][CH:2]=1.C1(NNC2C=CC=CC=2)C=CC=CC=1>>[CH2:1]([N:7]([C:22](=[O:28])[CH2:23][S:24][C:25](=[O:27])[CH3:26])[N:8]([CH2:16][CH3:17])[C:9](=[O:15])[CH2:10][S:11][C:12](=[O:14])[CH3:13])[CH2:2][CH2:3][CH3:4]. Product: C(CCC)N(N(C(CSC(C)=O)=O)CC)C(CSC(C)=O)=O (N-Butyl,N'-ethyl-N,N'-bis[(acetylthio)acetyl]hydrazine). Procedure: Following the procedure for the preparation of Compound 3, the title compound is prepared by substituting N,N-butylamino ethylamine (Lancaster, Windham, N.H.) for N,N'-diphenylhydrazine. Reactants: C1(=CC=CC=C1)N(N(C(CSC(C)=O)=O)C1=CC=CC=C1)C(CSC(C)=O)=O (N,N'-Diphenyl-N,N'-bis[(acetylthio)acetyl]hydrazine), C1(=CC=CC=C1)NNC1=CC=CC=C1 (N,N'-diphenylhydrazine). Reactants: CCOC(=O)C (AcOEt), ICCCCCCCC (1-iodooctane), C(=O)([O-])[O-].[K+].[K+] (K2CO3), OCC=1C(=C2CCNC2=C(C1C)NC(C(C)(C)C)=O)C (N-(5-Hydroxymethyl-4,6-dimethylindolin-7-yl)-2,2-dimethylpropanamide). Solvent: CN(C)C=O (DMF). Run at temperature 50 celsius, time 2 hour. The product is C(CCCCCCC)N1CCC2=C(C(=C(C(=C12)NC(C(C)(C)C)=O)C)CO)C (N-(1-Octyl-5-hydroxymethyl-4,6-dimethylindolin-7-yl)-2,2-dimethylpropanamide). Isolated yield 47.4%. Reaction SMILES: [OH:1][CH2:2][C:3]1[C:4]([CH3:20])=[C:5]2[C:9](=[C:10]([NH:13][C:14](=[O:19])[C:15]([CH3:18])([CH3:17])[CH3:16])[C:11]=1[CH3:12])[NH:8][CH2:7][CH2:6]2.I[CH2:22][CH2:23][CH2:24][CH2:25][CH2:26][CH2:27][CH2:28][CH3:29].C([O-])([O-])=O.[K+].[K+].CCOC(C)=O>CN(C=O)C>[CH2:22]([N:8]1[C:9]2[C:5](=[C:4]([CH3:20])[C:3]([CH2:2][OH:1])=[C:11]([CH3:12])[C:10]=2[NH:13][C:14](=[O:19])[C:15]([CH3:16])([CH3:17])[CH3:18])[CH2:6][CH2:7]1)[CH2:23][CH2:24][CH2:25][CH2:26][CH2:27][CH2:28][CH3:29] |f:2.3.4|. Procedure details: N-(5-Hydroxymethyl-4,6-dimethylindolin-7-yl)-2,2-dimethylpropanamide (1.5 g) was dissolved in DMF (15 ml) and 1-iodooctane (2.6 g) and K2CO3 (1.5 g) were added, which was followed by stirring under a nitrogen atmosphere at 50° C. for 2 hr. AcOEt (200 ml) was added, and the mixture was washed with water and dried over anhydrous sodium sulfate. AcOEt was evaporated under reduced pressure. The residue was purified by silica gel column chromatography (eluent: CHCl3 /MeOH=1/0-10/1) to give 1.0 g of t... The product is Cl.NCC1=C(C=C(C=C1)C(C)(C)C)O (2-Aminomethyl-5-tert-butylphenol hydrochloride). Run in C(C)(=O)O (acetic acid). Reported procedure: A finely powdered mixture of 15 g (0.10 mol) of 3-tert-butylphenol and 12.4 g (0.10 mol) of N-hydroxymethyl-2-chloroacetamide was added in portions to a vigorously stirred solution of 90 mL acetic acid and 10 mL (98%) sulfuric acid at 0° C. The reaction mixture was allowed to warm to room temperature over several hours, and stirring was maintained for a total of 20 hours. The reaction mixture was poured into ice-water, neutralized with saturated aqueous NaHCO3 solution and extracted into CH2Cl2.... Starting materials: ice water, C(C)(C)(C)C=1C=C(C=CC1)O (3-tert-butylphenol), OCNC(CCl)=O (N-hydroxymethyl-2-chloroacetamide), S(O)(O)(=O)=O (sulfuric acid), C(=O)(O)[O-].[Na+] (NaHCO3). As a reaction SMILES: [C:1]([C:5]1[CH:6]=[C:7]([OH:11])[CH:8]=[CH:9][CH:10]=1)([CH3:4])([CH3:3])[CH3:2].O[CH2:13][NH:14]C(=O)C[Cl:17].S(=O)(=O)(O)O.C([O-])(O)=O.[Na+]>C(O)(=O)C>[ClH:17].[NH2:14][CH2:13][C:8]1[CH:9]=[CH:10][C:5]([C:1]([CH3:4])([CH3:2])[CH3:3])=[CH:6][C:7]=1[OH:11] |f:3.4,6.7|. The reactants are CCO, Cc1c(CN2CCN(C)CC2)cccc1[N+](=O)[O-], CO. The product is Cc1c(N)cccc1CN1CCN(C)CC1. Reaction SMILES: [CH3:19][CH2:20][OH:21].[CH3:1][c:2]1[c:3]([CH2:4][N:5]2[CH2:6][CH2:7][N:8]([CH3:11])[CH2:9][CH2:10]2)[cH:12][cH:13][cH:14][c:15]1[N+:16]([O-:17])=[O:18].[CH3:22][OH:23]>>[CH3:1][c:2]1[c:3]([CH2:4][N:5]2[CH2:6][CH2:7][N:8]([CH3:11])[CH2:9][CH2:10]2)[cH:12][cH:13][cH:14][c:15]1[NH2:16]. The reactants are Cc1c(Br)sc2c(O)c(C(=O)NCC(=O)OC(C)(C)C)c(=O)n(C)c12, Cc1c(C(=O)O)sc2c(O)c(C(=O)NCC(=O)OC(C)(C)C)c(=O)n(C)c12, C=O, CO, [Pd]. Yields the product Cc1c(C(=O)O)sc2c(O)c(C(=O)NCC(=O)O)c(=O)n(C)c12. Reaction SMILES: [Br:28][c:29]1[s:30][c:31]2[c:32]([OH:33])[c:34]([C:35]([NH:36][CH2:37][C:38]([O:39][C:40]([CH3:41])([CH3:42])[CH3:43])=[O:44])=[O:45])[c:46](=[O:47])[n:48]([CH3:49])[c:50]2[c:51]1[CH3:52].[C:1]([CH3:2])([CH3:3])([CH3:4])[O:5][C:6]([CH2:7][NH:8][C:9](=[O:10])[c:11]1[c:12]([OH:26])[c:13]2[c:14]([n:15]([CH3:18])[c:16]1=[O:17])[c:19]([CH3:25])[c:20]([C:22](=[O:23])[OH:24])[s:21]2)=[O:27].[C:53]=[O:54].[CH3:55][OH:56].[Pd:57]>>[O:5]=[C:6]([CH2:7][NH:8][C:9](=[O:10])[c:11]1[c:12]([OH:26])[c:13]2[c:14]([n:15]([CH3:18])[c:16]1=[O:17])[c:19]([CH3:25])[c:20]([C:22](=[O:23])[OH:24])[s:21]2)[OH:27]. Starting materials: NC1=NC(=NC=C1C(=O)C1=C(C=CC(=C1)F)OC)NC1CCN(CC1)S(=O)(=O)CCCCl ([4-Amino-2-[1-(3-chloro-propane-1-sulfonyl)-piperidin-4-ylamino]-pyrimidin-5-yl]-(5-fluoro-2-methoxy-phenyl)-methanone), N[C@@H](CO)CC ((R)-2-amino-1-butanol). The product is NC1=NC(=NC=C1C(=O)C1=C(C=CC(=C1)F)OC)NC1CCN(CC1)S(=O)(=O)CCCN[C@H](CC)CO ((4-Amino-2-[1-[3-((R)-1-hydroxymethyl-propylamino)-propane-1-sulfonyl]-piperidin-4-ylamino]-pyrimidin-5-yl)-(5-fluoro-2-methoxy-phenyl)-methanone). As a reaction SMILES: [NH2:1][C:2]1[C:7]([C:8]([C:10]2[CH:15]=[C:14]([F:16])[CH:13]=[CH:12][C:11]=2[O:17][CH3:18])=[O:9])=[CH:6][N:5]=[C:4]([NH:19][CH:20]2[CH2:25][CH2:24][N:23]([S:26]([CH2:29][CH2:30][CH2:31]Cl)(=[O:28])=[O:27])[CH2:22][CH2:21]2)[N:3]=1.[NH2:33][C@H:34]([CH2:37][CH3:38])[CH2:35][OH:36]>>[NH2:1][C:2]1[C:7]([C:8]([C:10]2[CH:15]=[C:14]([F:16])[CH:13]=[CH:12][C:11]=2[O:17][CH3:18])=[O:9])=[CH:6][N:5]=[C:4]([NH:19][CH:20]2[CH2:25][CH2:24][N:23]([S:26]([CH2:29][CH2:30][CH2:31][NH:33][C@@H:34]([CH2:35][OH:36])[CH2:37][CH3:38])(=[O:28])=[O:27])[CH2:22][CH2:21]2)[N:3]=1. Reported procedure: The compound was prepared from [4-amino-2-[1-(3-chloro-propane-1-sulfonyl)-piperidin-4-ylamino]-pyrimidin-5-yl]-(5-fluoro-2-methoxy-phenyl)-methanone (Example 242) and (R)-2-amino-1-butanol (Aldrich) in an analogous manner as described in Example 227. HR-MS (ES, m/z) calculated for C24H36N6O5SF [(M+H)+] 539.2450, observed 539.2447.